From a dataset of the Open Reaction Database (ORD), a public repository of structured organic reaction records. describe an organic reaction: reactants, conditions, products, and yield Starting materials: C1(=CC=CC2=CC=CC=C12)[C@@H](C)N ((1R)-1-(1-naphthyl)ethaneamine), C(C)(=O)O[BH-](OC(C)=O)OC(C)=O.[Na+] (sodium triacetoxyborohydride), C(O)([O-])=O.[Na+] (sodium hydrogen carbonate), C1(=CC=CC=C1)[C@@H]1[C@H](CN(CC1)C(C(F)(F)F)=O)C=O (rel-(3R,4S)-4-phenyl-1-(trifluoroacetyl)piperidine-3-carbaldehyde). The solvent is ClCCCl (1,2-dichloroethane), C(C)(=O)O (acetic acid), ClCCCl (1,2-dichloroethane). Run at time 8 hour. Product: C1(=CC=CC2=CC=CC=C12)[C@@H](C)NCC1CN(CCC1C1=CC=CC=C1)C(C(F)(F)F)=O ((1R)-1-(1-naphthyl)-N-{[4-phenyl-1-(trifluoroacetyl)piperidin-3-yl]methyl}ethaneamine). Isolated yield 82.4%. As a reaction SMILES: [C:1]1([C@H:11]([NH2:13])[CH3:12])[C:10]2[C:5](=[CH:6][CH:7]=[CH:8][CH:9]=2)[CH:4]=[CH:3][CH:2]=1.C(O[BH-](OC(=O)C)OC(=O)C)(=O)C.[Na+].[C:28]1([C@H:34]2[CH2:39][CH2:38][N:37]([C:40](=[O:45])[C:41]([F:44])([F:43])[F:42])[CH2:36][C@@H:35]2[CH:46]=O)[CH:33]=[CH:32][CH:31]=[CH:30][CH:29]=1.C(=O)([O-])O.[Na+]>ClCCCl.C(O)(=O)C>[C:1]1([C@H:11]([NH:13][CH2:46][CH:35]2[CH:34]([C:28]3[CH:33]=[CH:32][CH:31]=[CH:30][CH:29]=3)[CH2:39][CH2:38][N:37]([C:40](=[O:45])[C:41]([F:44])([F:42])[F:43])[CH2:36]2)[CH3:12])[C:10]2[C:5](=[CH:6][CH:7]=[CH:8][CH:9]=2)[CH:4]=[CH:3][CH:2]=1 |f:1.2,4.5|. Reported procedure: To a mixture of 868 mg of (1R)-1-(1-naphthyl)ethaneamine, 0.073 mL of acetic acid, 1.29 g of sodium triacetoxyborohydride, and 75 mL of 1,2-dichloroethane was added dropwise a solution of 1.446 g of a crude rel-(3R,4S)-4-phenyl-1-(trifluoroacetyl)piperidine-3-carbaldehyde in 25 mL of 1,2-dichloroethane at room temperature, followed by stirring overnight. To the reaction mixture was added a saturated aqueous sodium hydrogen carbonate solution, followed by vigorously stirring for 10 minutes, and t... Starting materials: C1(=CC=CS1)C(=O)CN1C(C(CN(C2=C1C=C(C=C2)C)C(C2=CC=CS2)=O)NC(=O)NC2=CC=C(C=C2)C(=O)OCC)=O (1-[1-(2-Thenoylmethyl)-2-oxo-5-(2-thenoyl)-8-methyl-1,3,4,5-tetrahydro-2H-1,5-benzodiazepin-3-yl]-3-(4-ethoxycarbonylphenyl)urea), O1CCCC1 (tetrahydrofuran), O.[OH-].[Li+] (lithium hydroxide monohydrate), solution. Conditions: temperature 45 celsius, time 6 hour. Product: C1(=CC=CS1)C(=O)CN1C(C(CN(C2=C1C=C(C=C2)C)C(C2=CC=CS2)=O)NC(NC=2C=C(C(=O)O)C=CC2)=O)=O (3-[3-[1-(2-thenoylmethyl)-2-oxo-5-(2-thenoyl)-8-methyl-1,3,4,5-tetrahydro-2H-1,5-benzodiazepin-3-yl]ureido]benzoic acid). As a reaction SMILES: [C:1]1([C:6]([CH2:8][N:9]2[C:15]3[CH:16]=[C:17]([CH3:20])[CH:18]=[CH:19][C:14]=3[N:13]([C:21](=[O:27])[C:22]3[S:26][CH:25]=[CH:24][CH:23]=3)[CH2:12][CH:11]([NH:28][C:29]([NH:31][C:32]3[CH:37]=[CH:36][C:35](C(OCC)=O)=[CH:34][CH:33]=3)=[O:30])[C:10]2=[O:43])=[O:7])[S:5][CH:4]=[CH:3][CH:2]=1.[OH2:44].[OH-].[Li+].[O:47]1[CH2:51]CCC1>>[C:1]1([C:6]([CH2:8][N:9]2[C:15]3[CH:16]=[C:17]([CH3:20])[CH:18]=[CH:19][C:14]=3[N:13]([C:21](=[O:27])[C:22]3[S:26][CH:25]=[CH:24][CH:23]=3)[CH2:12][CH:11]([NH:28][C:29](=[O:30])[NH:31][C:32]3[CH:37]=[C:36]([CH:35]=[CH:34][CH:33]=3)[C:51]([OH:47])=[O:44])[C:10]2=[O:43])=[O:7])[S:5][CH:4]=[CH:3][CH:2]=1 |f:1.2.3|. Reported procedure: 1-[1-(2-Thenoylmethyl)-2-oxo-5-(2-thenoyl)-8-methyl-1,3,4,5-tetrahydro-2H-1,5-benzodiazepin-3-yl]-3-(4-ethoxycarbonylphenyl)urea (1.3 g) was suspended in tetrahydrofuran (30 ml), aqueous lithium hydroxide monohydrate (0.44 g) solution (15 ml) was added, the mixture was stirred at 40-50° C. for 6 hours. The solvent was concentrated under reduced pressure, 1N hydrochloric acid and chloroform were added to the residue, crystals so precipitated were collected by filtration, washed with a mixed solve... The reactants are COc1ccc(-c2ccc(C)nc2)cc1CNC1CCC(N(C)C(=O)OC(C)(C)C)CC1, O=C(Cl)c1sc2c(F)ccc(F)c2c1Cl. Product: COc1ccc(-c2ccc(C)nc2)cc1CN(C(=O)c1sc2c(F)ccc(F)c2c1Cl)C1CCC(N(C)C(=O)OC(C)(C)C)CC1. As a reaction SMILES: [CH3:1][O:2][c:3]1[c:4]([CH2:5][NH:6][CH:7]2[CH2:8][CH2:9][CH:10]([N:13]([C:14]([O:15][C:16]([CH3:17])([CH3:18])[CH3:19])=[O:20])[CH3:21])[CH2:11][CH2:12]2)[cH:22][c:23](-[c:26]2[cH:27][n:28][c:29]([CH3:32])[cH:30][cH:31]2)[cH:24][cH:25]1.[Cl:33][c:34]1[c:35]2[c:36]([s:37][c:38]1[C:39](=[O:40])[Cl:41])[c:42]([F:47])[cH:43][cH:44][c:45]2[F:46]>>[CH3:1][O:2][c:3]1[c:4]([CH2:5][N:6]([CH:7]2[CH2:8][CH2:9][CH:10]([N:13]([C:14]([O:15][C:16]([CH3:17])([CH3:18])[CH3:19])=[O:20])[CH3:21])[CH2:11][CH2:12]2)[C:39]([c:38]2[c:34]([Cl:33])[c:35]3[c:36]([s:37]2)[c:42]([F:47])[cH:43][cH:44][c:45]3[F:46])=[O:40])[cH:22][c:23](-[c:26]2[cH:27][n:28][c:29]([CH3:32])[cH:30][cH:31]2)[cH:24][cH:25]1.